From a dataset of the Open Reaction Database (ORD), a public repository of structured organic reaction records. describe an organic reaction: reactants, conditions, products, and yield Starting materials: Cl.NC=1SC(=CN1)Cl (2-amino-5-chlorothiazole hydrochloric acid), ClC=1C=CC(=C(C(=O)O)C1)OC (5-chloro-2-methoxybenzoic acid), Cl.C(C)N=C=NCCCN(C)C (1-ethyl-(3-dimethylaminopropyl)carbodiimide hydrochloride). The reagents and catalysts are CN(C1=CC=NC=C1)C (4-dimethylaminopyridine). Run in N1=CC=CC=C1 (pyridine). Reaction conditions: time 72 hour. Yields the product ClC=1C=CC(=C(C(=O)NC=2SC(=CN2)Cl)C1)OC (5-chloro-N-(5-chlorothiazol-2-yl)-2-methoxybenzamide). Reaction SMILES: Cl.[NH2:2][C:3]1[S:4][C:5]([Cl:8])=[CH:6][N:7]=1.[Cl:9][C:10]1[CH:11]=[CH:12][C:13]([O:19][CH3:20])=[C:14]([CH:18]=1)[C:15](O)=[O:16].Cl.C(N=C=NCCCN(C)C)C>CN(C)C1C=CN=CC=1.N1C=CC=CC=1>[Cl:9][C:10]1[CH:11]=[CH:12][C:13]([O:19][CH3:20])=[C:14]([CH:18]=1)[C:15]([NH:2][C:3]1[S:4][C:5]([Cl:8])=[CH:6][N:7]=1)=[O:16] |f:0.1,3.4|. Procedure: A mixture of 2-amino-5-chlorothiazole hydrochloric acid (1.0 g, 5.9 mmol), 5-chloro-2-methoxybenzoic acid (1.3 g, 7.0 mmol), 1-ethyl-(3-dimethylaminopropyl)carbodiimide hydrochloride (Chem-Impex International, 2.2 g, 12 mmol), 1-hydroxbenzotriazole (0.95 g, 7.0 mmol) and 4-dimethylaminopyridine (0.14 g, 1.2 mmol) in 6 mL of pyridine was allowed to stir at ambient temperature for 72 hours. The reaction mixture was concentrated under reduced pressure and 10 mL of H2O was added. The resulting solid... Reactants: BrC1=C(CCC1)C1=CC=C(C=C1)SC (1-(2-bromocyclopenten-1-yl)-4-(methylthio)benzene), OCC1=CC=C(C=C1)B(O)O (4-hydroxymethylphenylboronic acid). The product is OCC1=CC=C(C=C1)C1=C(CCC1)C1=CC=C(C=C1)SC (1-[2-(4-hydroxymethylphenyl)cyclopenten-1-yl]-4-(methylthio)benzene). Yield: 92.5%. As a reaction SMILES: Br[C:2]1[CH2:6][CH2:5][CH2:4][C:3]=1[C:7]1[CH:12]=[CH:11][C:10]([S:13][CH3:14])=[CH:9][CH:8]=1.[OH:15][CH2:16][C:17]1[CH:22]=[CH:21][C:20](B(O)O)=[CH:19][CH:18]=1>>[OH:15][CH2:16][C:17]1[CH:22]=[CH:21][C:20]([C:2]2[CH2:6][CH2:5][CH2:4][C:3]=2[C:7]2[CH:12]=[CH:11][C:10]([S:13][CH3:14])=[CH:9][CH:8]=2)=[CH:19][CH:18]=1. Procedure: Following the synthetic procedure outlined in Step 3 of Example 1, 250 mg (0.93 mmol) of 1-(2-bromocyclopenten-1yl)-4-(methylthio) benzene (Example 1, Step 2) was reacted with 290 mg (1.9 mmol) of 4-hydroxymethylphenylboronic acid (Step 1). Purification by silica gel chromatography (MPLC) with ethyl acetate/hexane (1:4) gave 255 mg (92%) of 1-[2-(4-hydroxymethylphenyl)cyclopenten-1-yl]-4-(methylthio)benzene as a solid: mp 82°-85° C; NMR (CDCl3) d 2.04 (m, J=7 Hz, 2H), 2.45 (s, 3H), 2.88 (t, J=7 ... The reactants are Brc1ccc(N2CCNCC2)nc1, CCO, FC(F)(F)c1nnc2ccc(Cl)nn12. Yields the product FC(F)(F)c1nnc2ccc(N3CCN(c4ccc(Br)cn4)CC3)nn12. As a reaction SMILES: [Br:1][c:2]1[cH:3][cH:4][c:5]([N:8]2[CH2:9][CH2:10][NH:11][CH2:12][CH2:13]2)[n:6][cH:7]1.[CH3:28][CH2:29][OH:30].[Cl:14][c:15]1[cH:16][cH:17][c:18]2[n:19]([n:20]1)[c:21]([C:24]([F:25])([F:26])[F:27])[n:22][n:23]2>>[Br:1][c:2]1[cH:3][cH:4][c:5]([N:8]2[CH2:9][CH2:10][N:11]([c:15]3[cH:16][cH:17][c:18]4[n:19]([n:20]3)[c:21]([C:24]([F:25])([F:26])[F:27])[n:22][n:23]4)[CH2:12][CH2:13]2)[n:6][cH:7]1. Reactants: BrC=1C=C2CCC(NC2=CC1)=O (6-bromo-3,4-dihydrocarbostyril), N1=CC(=CC=C1)B(CC)CC (3-pyridyldiethylborane), [OH-].[K+] (potassium hydroxide). The reagents and catalysts are [Br-].C(CCC)[N+](CCCC)(CCCC)CCCC (tetrabutylammonium bromide), C=1C=CC(=CC1)[P](C=2C=CC=CC2)(C=3C=CC=CC3)[Pd]([P](C=4C=CC=CC4)(C=5C=CC=CC5)C=6C=CC=CC6)([P](C=7C=CC=CC7)(C=8C=CC=CC8)C=9C=CC=CC9)[P](C=1C=CC=CC1)(C=1C=CC=CC1)C=1C=CC=CC1 (tetrakis(triphenylphosphine)palladium). The solvent is O1CCCC1 (tetrahydrofuran). Yields the product N1=CC(=CC=C1)C=1C=C2CCC(NC2=CC1)=O (6-(3-pyridyl)-3,4-dihydrocarbostyril). As a reaction SMILES: Br[C:2]1[CH:3]=[C:4]2[C:9](=[CH:10][CH:11]=1)[NH:8][C:7](=[O:12])[CH2:6][CH2:5]2.[N:13]1[CH:18]=[CH:17][CH:16]=[C:15](B(CC)CC)[CH:14]=1.[OH-].[K+]>O1CCCC1.[Br-].C([N+](CCCC)(CCCC)CCCC)CCC.C1C=CC([P]([Pd]([P](C2C=CC=CC=2)(C2C=CC=CC=2)C2C=CC=CC=2)([P](C2C=CC=CC=2)(C2C=CC=CC=2)C2C=CC=CC=2)[P](C2C=CC=CC=2)(C2C=CC=CC=2)C2C=CC=CC=2)(C2C=CC=CC=2)C2C=CC=CC=2)=CC=1>[N:13]1[CH:18]=[CH:17][CH:16]=[C:15]([C:2]2[CH:3]=[C:4]3[C:9](=[CH:10][CH:11]=2)[NH:8][C:7](=[O:12])[CH2:6][CH2:5]3)[CH:14]=1 |f:2.3,5.6,^1:52,54,73,92|. Procedure details: To a solution of 1.0 g of 6-bromo-3,4-dihydrocarbostyril, 520 mg of 3-pyridyldiethylborane and 205 mg. of tetrakis(triphenylphosphine)palladium in 20 ml of tetrahydrofuran was added 600 mg of powdered potassium hydroxide and 114 mg of tetrabutylammonium bromide. The mixture was refluxed for 48 hours under an inert atmosphere and the solvent then removed under reduced pressure. The residue was extracted with a mixture of 10% of methanol in methylene chloride and the organic solution washed with w... Reactants: S1C(=S)NC(=O)C1 (rhodanine), C(C)(C)(C)C=1C=C(C=CC(C)=O)C=C(C1O)C(C)(C)C (3,5-di-t-butyl-4-hydroxybenzalacetone), C(C)(=O)[O-].[NH4+] (ammonium acetate), C1(=CC=CC=C1)C (toluene). Yields the product CC(C=C1C(NC(S1)=S)=O)=CC1=CC(=C(C(=C1)C(C)(C)C)O)C(C)(C)C (5-(α-methyl-3,5-di-t-butyl-4-hydroxycinnamylidene)-4-oxo-2-thioxothiazolidine). Reaction SMILES: [S:1]1[CH2:7][C:5](=[O:6])[NH:4][C:2]1=[S:3].[C:8]([C:12]1[CH:13]=[C:14]([CH:20]=[C:21]([C:24]([CH3:27])([CH3:26])[CH3:25])[C:22]=1[OH:23])[CH:15]=CC(=O)C)([CH3:11])([CH3:10])[CH3:9].C([O-])(=O)C.[NH4+].[C:33]1(C)[CH:38]=CC=C[CH:34]=1>>[CH3:34][C:33](=[CH:15][C:14]1[CH:13]=[C:12]([C:8]([CH3:9])([CH3:11])[CH3:10])[C:22]([OH:23])=[C:21]([C:24]([CH3:26])([CH3:25])[CH3:27])[CH:20]=1)[CH:38]=[C:7]1[S:1][C:2](=[S:3])[NH:4][C:5]1=[O:6] |f:2.3|. Procedure details: A mixture of 1.20 g (0.009 mol) of rhodanine, 1.64 g (0.006 mol) of 3,5-di-t-butyl-4-hydroxybenzalacetone, 0.23 g (0.003 mol) of ammonium acetate and 5 of toluene was heated under reflux for 7 hours. After cooling, the precipitated crystals were recovered by filtration, washed with water and further methanol to give 0.18 g of the desired 5-(α-methyl-3,5-di-t-butyl-4-hydroxycinnamylidene)-4-oxo-2-thioxothiazolidine. Starting materials: [BH4-], N#Cc1ccc(Oc2ccc3c(c2)COB3O)c(C=O)c1, CO, [Na+]. Product: N#Cc1ccc(Oc2ccc3c(c2)COB3O)c(CO)c1. RXN SMILES: [BH4-:22].[C:1](#[N:2])[c:3]1[cH:4][c:5]([CH:20]=[O:21])[c:6]([O:7][c:8]2[cH:9][cH:10][c:11]3[c:12]([cH:17]2)[CH2:13][O:14][B:15]3[OH:16])[cH:18][cH:19]1.[CH3:24][OH:25].[Na+:23]>>[C:1](#[N:2])[c:3]1[cH:4][c:5]([CH2:20][OH:21])[c:6]([O:7][c:8]2[cH:9][cH:10][c:11]3[c:12]([cH:17]2)[CH2:13][O:14][B:15]3[OH:16])[cH:18][cH:19]1.